Dataset: the Open Reaction Database (ORD), a public repository of structured organic reaction records. Task: describe an organic reaction: reactants, conditions, products, and yield Reactants: CCc1sc(COc2ccc3c(c2)OCC(C=O)=C3)cc1Br, O=C([O-])[O-], CC(=O)[O-], CC(=O)[O-], [Cl-], OB(O)Oc1ccccc1C(F)(F)F, [NH4+], [Na+], [Na+], C1COCCO1, [Pd+2], c1ccc(P(c2ccccc2)c2ccccc2)cc1. The product is CCc1sc(COc2ccc3c(c2)OCC(C=O)=C3)cc1-c1ccccc1C(F)(F)F. RXN SMILES: [Br:1][c:2]1[cH:3][c:4]([CH2:9][O:10][c:11]2[cH:12][cH:13][c:14]3[c:19]([cH:20]2)[O:18][CH2:17][C:16]([CH:21]=[O:22])=[CH:15]3)[s:5][c:6]1[CH2:7][CH3:8].[C:37](=[O:38])([O-:39])[O-:40].[C:70]([O-:71])(=[O:72])[CH3:73].[C:75]([O-:76])(=[O:77])[CH3:78].[Cl-:62].[F:23][C:24]([c:25]1[c:26]([O:31][B:32]([OH:33])[OH:34])[cH:27][cH:28][cH:29][cH:30]1)([F:35])[F:36].[NH4+:63].[Na+:41].[Na+:42].[O:64]1[CH2:65][CH2:66][O:67][CH2:68][CH2:69]1.[Pd+2:74].[c:43]1([P:44]([c:45]2[cH:46][cH:47][cH:48][cH:49][cH:50]2)[c:51]2[cH:52][cH:53][cH:54][cH:55][cH:56]2)[cH:57][cH:58][cH:59][cH:60][cH:61]1>>[c:2]1(-[c:26]2[c:25]([C:24]([F:23])([F:35])[F:36])[cH:30][cH:29][cH:28][cH:27]2)[cH:3][c:4]([CH2:9][O:10][c:11]2[cH:12][cH:13][c:14]3[c:19]([cH:20]2)[O:18][CH2:17][C:16]([CH:21]=[O:22])=[CH:15]3)[s:5][c:6]1[CH2:7][CH3:8]. Starting materials: CC1=CC2=C(C(C=3C(=NC=CC3)C=C2)C=2C(NC(NC2)=O)=O)C=C1 ((±)-5-[8-Methyl-5H-benzo[4,5]cyclohepta[1,2-b]pyridin-5-yl]-2,4(1H,3H)pyrimidinedione), [H-].[Na+] (sodium hydride), IC (iodomethane). Run in O (water), CN(C=O)C (N,N-dimethylformamide). Reaction conditions: time 16 hour. Product: CN1C(NC(C(=C1)C1C2=C(C=CC3=NC=CC=C31)C=C(C=C2)C)=O)=O ((±)-1-Methyl-5-[8-methyl-5H-benzo[4,5]cyclohepta[1,2-b]pyridin-5-yl]-2,4-(1H,3H)pyrimidinedione). As a reaction SMILES: [CH3:1][C:2]1[CH:24]=[CH:23][C:5]2[CH:6]([C:15]3[C:16](=[O:22])[NH:17][C:18](=[O:21])[NH:19][CH:20]=3)[C:7]3[C:8]([CH:13]=[CH:14][C:4]=2[CH:3]=1)=[N:9][CH:10]=[CH:11][CH:12]=3.[H-].[Na+].I[CH3:28]>CN(C)C=O.O>[CH3:28][N:19]1[CH:20]=[C:15]([CH:6]2[C:7]3[C:8](=[N:9][CH:10]=[CH:11][CH:12]=3)[CH:13]=[CH:14][C:4]3[CH:3]=[C:2]([CH3:1])[CH:24]=[CH:23][C:5]2=3)[C:16](=[O:22])[NH:17][C:18]1=[O:21] |f:1.2|. Procedure details: A solution of the product of example 22 step (iv) (0.68 g) in dry N,N-dimethylformamide (10 ml) was treated in one portion with sodium hydride (60% dispersion by wt, 0.086 g). After 1 hr iodomethane (0.13 ml) was added and the solution was stirred for 16 hr. The reaction mixture was diluted with water (50 ml) and the mixture was extracted with ethyl acetate (3×20 ml). The combined extracts were dried (Na2SO4) and the solvent was evaporated under reduced pressure. Purification was by chromatograp... Starting materials: CCN(CC)CCCNC(=O)Cn1ncc(-c2ccc(OC)cc2)c1-c1ccccc1, CCCS, ClCCl, [Na], CN(C)C=O. The product is CCN(CC)CCCNC(=O)Cn1ncc(-c2ccc(O)cc2)c1-c1ccccc1. Reaction SMILES: [CH2:1]([CH3:2])[N:3]([CH2:4][CH2:5][CH2:6][NH:7][C:8]([CH2:9][n:10]1[n:11][cH:12][c:13](-[c:21]2[cH:22][cH:23][c:24]([O:27][CH3:28])[cH:25][cH:26]2)[c:14]1-[c:15]1[cH:16][cH:17][cH:18][cH:19][cH:20]1)=[O:29])[CH2:30][CH3:31].[CH2:33]([SH:34])[CH2:35][CH3:36].[CH2:42]([Cl:43])[Cl:44].[Na:32].[O:37]=[CH:38][N:39]([CH3:40])[CH3:41]>>[CH2:1]([CH3:2])[N:3]([CH2:4][CH2:5][CH2:6][NH:7][C:8]([CH2:9][n:10]1[n:11][cH:12][c:13](-[c:21]2[cH:22][cH:23][c:24]([OH:27])[cH:25][cH:26]2)[c:14]1-[c:15]1[cH:16][cH:17][cH:18][cH:19][cH:20]1)=[O:29])[CH2:30][CH3:31]. The reactants are O1CCC2=C1C(=CC=C2)OCCCl (2-(2,3-dihydrobenzofuran-7-yloxy)ethylchloride), FC=1C=C2C(=CNC2=CC1)CCCN (3-(5-fluoro-1H-indol-3-yl)propylamine), O (water). The solvent is CS(=O)C (DMSO). Conditions: temperature 90 celsius, time 12 hour. Yields the product O1CCC2=C1C(=CC=C2)OCCNCCCC2=CNC1=CC=C(C=C21)F ([2-(2,3-Dihydrobenzofuran-7-yloxy)ethyl]-[3 -(5-fluoro-1-H-indol-3-yl)propyl]amine). Isolated yield 77.2%. As a reaction SMILES: [O:1]1[C:5]2[C:6]([O:10][CH2:11][CH2:12]Cl)=[CH:7][CH:8]=[CH:9][C:4]=2[CH2:3][CH2:2]1.[F:14][C:15]1[CH:16]=[C:17]2[C:21](=[CH:22][CH:23]=1)[NH:20][CH:19]=[C:18]2[CH2:24][CH2:25][CH2:26][NH2:27].O>CS(C)=O>[O:1]1[C:5]2[C:6]([O:10][CH2:11][CH2:12][NH:27][CH2:26][CH2:25][CH2:24][C:18]3[C:17]4[C:21](=[CH:22][CH:23]=[C:15]([F:14])[CH:16]=4)[NH:20][CH:19]=3)=[CH:7][CH:8]=[CH:9][C:4]=2[CH2:3][CH2:2]1. Reported procedure: A solution of 2-(2,3-dihydrobenzofuran-7-yloxy)ethylchloride (0.38 g, 1.9 mmol), 3-(5-fluoro-1H-indol-3-yl)propylamine (0.93 g, 4.8 mmol), triethylamnine (0.48 g, 4.8 mmol) in anhydrous DMSO (20 ml) was allowed to stir at 90° C. for 12 hours. The mixture was poured into water (100 ml) and extracted with methylene chloride (3×100 ml). The organic layer was washed with water (3×150 ml), dried over anhydrous sodium sulfate, filtered and the solvent was removed under vacuum. Chromatography (10% meth... Reactants: COc1ccc(-c2c(-c3ccccc3)oc3ncnc(OCC4(COCC(=O)OC(C)(C)C)CCC4)c23)cc1, Cl, C1COCCO1. Product: COc1ccc(-c2c(-c3ccccc3)oc3ncnc(OCC4(COCC(=O)O)CCC4)c23)cc1. RXN SMILES: [C:1]([CH3:2])([CH3:3])([CH3:4])[O:5][C:6]([CH2:7][O:8][CH2:9][C:10]1([CH2:14][O:15][c:16]2[c:17]3[c:18]([n:19][cH:20][n:21]2)[o:22][c:23](-[c:33]2[cH:34][cH:35][cH:36][cH:37][cH:38]2)[c:24]3-[c:25]2[cH:26][cH:27][c:28]([O:31][CH3:32])[cH:29][cH:30]2)[CH2:11][CH2:12][CH2:13]1)=[O:39].[ClH:40].[O:41]1[CH2:42][CH2:43][O:44][CH2:45][CH2:46]1>>[O:5]=[C:6]([CH2:7][O:8][CH2:9][C:10]1([CH2:14][O:15][c:16]2[c:17]3[c:18]([n:19][cH:20][n:21]2)[o:22][c:23](-[c:33]2[cH:34][cH:35][cH:36][cH:37][cH:38]2)[c:24]3-[c:25]2[cH:26][cH:27][c:28]([O:31][CH3:32])[cH:29][cH:30]2)[CH2:11][CH2:12][CH2:13]1)[OH:39]. Reactants: CN1C(=O)C(=O)C2=C(C=C(C=C12)Cl)Cl (1-Methyl-4,6-dichloroisatin), [Na] (sodium), O (water), NN (hydrazine). The solvent is C(C)O (ethanol), C(C)O (ethanol). Yields the product CN1C(CC2=C(C=C(C=C12)Cl)Cl)=O (1-Methyl-4,6-dichloro-1,3-dihydroindol-2-one). Yield: 87.0%. As a reaction SMILES: [CH3:1][N:2]1[C:12]2[C:7](=[C:8]([Cl:14])[CH:9]=[C:10]([Cl:13])[CH:11]=2)[C:5](=O)[C:3]1=[O:4].NN.[Na].O>C(O)C>[CH3:1][N:2]1[C:12]2[C:7](=[C:8]([Cl:14])[CH:9]=[C:10]([Cl:13])[CH:11]=2)[CH2:5][C:3]1=[O:4] |^1:16|. Procedure: 1-Methyl-4,6-dichloroisatin (4.0 g) was suspended in dry ethanol (40 ml), hydrazine (9 ml) was added and the mixture was refluxed in 6 h. The mixture was then added slowly at 70° C. to a solution of sodium (1.74 g)in dry ethanol (80 ml) and refluxed overnight. The reaction mixture was cooled to room temperature, water (50 ml) was added and the volume was reduced to about one third by evaporation. The mixture was then poured onto icewater (1000 ml) and acidified with 6M HCl (pH=1). The precipitat...